This data is from the Open Reaction Database (ORD), a public repository of structured organic reaction records. The task is: describe an organic reaction: reactants, conditions, products, and yield As a reaction SMILES: [CH2:25]([N:26]([CH:27]([CH3:28])[CH3:29])[CH:30]([CH3:31])[CH3:32])[CH3:33].[CH3:1][O:2][C:3](=[O:4])[Cl:5].[CH3:6][S:7][CH2:8][CH2:9][O:10][c:11]1[c:12]([NH:17][NH2:18])[cH:13][cH:14][cH:15][cH:16]1.[O:20]1[CH2:21][CH2:22][CH2:23][CH2:24]1.[OH2:19]>>[CH3:1][O:2][C:3](=[O:4])[NH:18][NH:17][c:12]1[c:11]([O:10][CH2:9][CH2:8][S:7][CH3:6])[cH:16][cH:15][cH:14][cH:13]1. Yields the product COC(=O)NNc1ccccc1OCCSC. Starting materials: CCN(C(C)C)C(C)C, COC(=O)Cl, CSCCOc1ccccc1NN, C1CCOC1, O. Starting materials: [Al+3].[Cl-].[Cl-].[Cl-] (AlCl3), C(=O)=O (CO2), [Al+3].[Cl-].[Cl-].[Cl-] (AlCl3), P(Cl)(Cl)(Cl)(Cl)Cl (PCl5), O=POP=O (phosphorous trioxide), P(Cl)(Cl)Cl (PCl3), O=P12OP3(=O)OP(=O)(O1)OP(=O)(O2)O3 (P2O5), O=P(Cl)(Cl)Cl (POCl3). Yields the product O=P12OP3(=O)OP(=O)(O1)OP(=O)(O2)O3 (P2O5), C(=O)=O (CO2), ClCl (Cl2). Reaction SMILES: [O:1]=[P:2]12[O:13][P:11]3([O:14][P:4]([O:6][P:7]([O:10]3)([O:9]1)=[O:8])(=[O:5])[O:3]2)=[O:12].[Al+3].[Cl-:16].[Cl-:17].[Cl-].O=P(Cl)(Cl)Cl.P(Cl)(Cl)Cl.P(Cl)(Cl)(Cl)(Cl)Cl.O=POP=O.[C:39](=[O:41])=[O:40]>>[O:5]=[P:4]12[O:3][P:2]3([O:9][P:7]([O:10][P:11]([O:13]3)([O:14]1)=[O:12])(=[O:8])[O:6]2)=[O:1].[C:39](=[O:41])=[O:40].[Cl:16][Cl:17] |f:1.2.3.4|. Reported procedure: A process of anhydrous carbo-chlorination of AlPO4 comprising the steps of introducing AlPO4 -containing material into a reactor zone; introducing chlorine and carbonaceous material into said reactor zone; heating the reactor zone to a temperature of from 600°-1200°C to form aluminum chlorides, phosphorous oxides, phosphorous chlorides, phosphorous oxychlorides and carbon oxides; separating the reaction products into three fractions by condensation, the first fraction being P2O5, the second frac... Reactants: CC(C)(Br)C(=O)OCC[Si](C)(C)C, O=C([O-])[O-], CN(C)C=O, [K+], [K+], CC(C)(C)OC(=O)C(=NO)c1csc(N)n1, O. The product is CC(C)(C)OC(=O)C(=NOC(C)(C)C(=O)OCC[Si](C)(C)C)c1csc(N)n1. Reaction SMILES: [Br:17][C:18]([C:19](=[O:20])[O:21][CH2:22][CH2:23][Si:24]([CH3:25])([CH3:26])[CH3:27])([CH3:28])[CH3:29].[C:30](=[O:31])([O-:32])[O-:33].[CH3:37][N:38]([CH3:39])[CH:40]=[O:41].[K+:34].[K+:35].[NH2:1][c:2]1[s:3][cH:4][c:5]([C:7]([C:8](=[O:9])[O:10][C:11]([CH3:12])([CH3:13])[CH3:14])=[N:15][OH:16])[n:6]1.[OH2:36]>>[NH2:1][c:2]1[s:3][cH:4][c:5]([C:7]([C:8](=[O:9])[O:10][C:11]([CH3:12])([CH3:13])[CH3:14])=[N:15][O:16][C:18]([C:19](=[O:20])[O:21][CH2:22][CH2:23][Si:24]([CH3:25])([CH3:26])[CH3:27])([CH3:28])[CH3:29])[n:6]1. Reactants: [Al+3].[Cl-].[Cl-].[Cl-] (AlCl3), ClC=1C=C(C(=CC1)C)C (4-chloro-o-xylene), C(C(=O)Cl)(=O)Cl (oxalyl chloride). Solvent: C(=S)=S (CS2). Reaction conditions: time 20 hour. The product is ClC1=C(C(=O)C2=C(C=C(C(=C2)C)C)Cl)C=C(C(=C1)C)C (2,2'-dichloro-4,4',5,5'-tetramethylbenzophenone). The yield is 67.9%. Reaction SMILES: [Al+3].[Cl-:2].[Cl-:3].[Cl-].Cl[C:6]1[CH:7]=[C:8]([CH3:13])[C:9]([CH3:12])=[CH:10][CH:11]=1.[C:14](Cl)(=[O:18])[C:15](Cl)=O>C(=S)=S>[Cl:2][C:11]1[CH:10]=[C:9]([CH3:12])[C:8]([CH3:13])=[CH:7][C:6]=1[C:14]([C:15]1[CH:10]=[C:9]([CH3:12])[C:8]([CH3:13])=[CH:7][C:6]=1[Cl:3])=[O:18] |f:0.1.2.3|. Procedure details: 146 g of AlCl3 are added to a solution of 140 g of 4-chloro-o-xylene and 68 g of oxalyl chloride in 500 ml of CS2 at 0°-5°C. in the course of 2 hours, with stirring. After 20 hours, the mixture is poured onto ice and extracted with 600 ml of CHCl3. The extract is washed with water, dried and evaporated completely. Recrystallisation of the residue from diisopropyl ether gives 103.8 g of 2,2'-dichloro-4,4',5,5'-tetramethylbenzophenone (D). Melting point: 148°-149° C. The reactants are CCO, C=CCOc1cc(OS(=O)(=O)c2ccc(C)cc2)ccc1Br, [K+], [OH-], O. The product is C=CCOc1cc(O)ccc1Br. As a reaction SMILES: [CH3:25][CH2:26][OH:27].[CH3:3][c:4]1[cH:5][cH:6][c:7]([S:8](=[O:9])(=[O:10])[O:13][c:14]2[cH:15][c:16]([O:21][CH2:22][CH:23]=[CH2:24])[c:17]([Br:20])[cH:18][cH:19]2)[cH:11][cH:12]1.[K+:2].[OH-:1].[OH2:28]>>[OH:13][c:14]1[cH:15][c:16]([O:21][CH2:22][CH:23]=[CH2:24])[c:17]([Br:20])[cH:18][cH:19]1. Reactants: product, 1,1-dimethylethyl ester, CS(=O)(=O)OCC1C2=C(N(C1)C(=O)O)C=C(C=1NC=C(C12)C)OCC1=CC=CC=C1 (1-(methanesulfonyloxymethyl) -1,6-dihydro-8-methyl-5-(phenylmethoxy)-benzo[1,2-b:4,3-b']dipyrrole-3(2H)-carboxylic acid), S(C)(=O)(=O)[O-] (mesylate), [Cl-].[Li+] (lithium chloride). The solvent is CN(C)C=O (DMF). Product: ester, ClCC1C2=C(N(C1)C(=O)O)C=C(C=1NC=C(C12)C)OCC1=CC=CC=C1 (1-(chloromethyl) -1,6-dihydro-8-methyl-5-(phenylmethoxy)-benzo[1,2-b:4,3-b']dipyrrole-3(2 H)-carboxylic acid). Reaction SMILES: CS(O[CH2:6][CH:7]1[CH2:11][N:10]([C:12]([OH:14])=[O:13])[C:9]2[CH:15]=[C:16]([O:23][CH2:24][C:25]3[CH:30]=[CH:29][CH:28]=[CH:27][CH:26]=3)[C:17]3[NH:18][CH:19]=[C:20]([CH3:22])[C:21]=3[C:8]1=2)(=O)=O.S([O-])(=O)(=O)C.[Cl-:36].[Li+]>CN(C=O)C>[Cl:36][CH2:6][CH:7]1[CH2:11][N:10]([C:12]([OH:14])=[O:13])[C:9]2[CH:15]=[C:16]([O:23][CH2:24][C:25]3[CH:30]=[CH:29][CH:28]=[CH:27][CH:26]=3)[C:17]3[NH:18][CH:19]=[C:20]([CH3:22])[C:21]=3[C:8]1=2 |f:2.3|. Reported procedure: 200mg (0.29 mmol max) of the product of step 3A, 1,1-dimethylethyl ester of 1-(methanesulfonyloxymethyl) -1,6-dihydro-8-methyl-5-(phenylmethoxy)-benzo[1,2-b:4,3-b']dipyrrole-3(2H)-carboxylic acid, the crude mesylate, is stirred under nitrogen at 80° C. in 3 ml DMF and 40 mg lithium chloride for 25 minutes, when TLC shows the reaction to be complete. The reaction mixture is cooled to room temperature, and partitioned between methylene chloride and water. The layers are separated and the aqueous l... Reactants: C(C)C=1C=CC2=C(CCC3=C(N=C(O3)C)C2C=2C(NC(NC2)=O)=O)C1 ((±)-5-(7-Ethyl-9,10-dihydro-2-methyl-4H-benzo[5,6]cyclohepta[1,2-d]oxazol-4-yl)-2,4(1H,3H)-pyrimidinedione), BrCC=1C=C(C(=O)OC)C=CC1 (methyl 3-[bromomethyl]benzoate). The product is C(C)C=1C=CC2=C(CCC3=C(N=C(O3)C)C2C=2C(NC(N(C2)CC=2C=C(C(=O)OC)C=CC2)=O)=O)C1 ((±)-3-[[5-(7-Ethyl-9,10-dihydro-2-methyl-4H-benzo[5,6]cyclohepta[1,2-d]oxazol-4-yl)-3,4-dihydro-2,4-dioxo-1(2H)-pyrimidinyl]methyl]benzoic acid, methyl ester). As a reaction SMILES: [CH2:1]([C:3]1[CH:4]=[CH:5][C:6]2[CH:16]([C:17]3[C:18](=[O:24])[NH:19][C:20](=[O:23])[NH:21][CH:22]=3)[C:11]3[N:12]=[C:13]([CH3:15])[O:14][C:10]=3[CH2:9][CH2:8][C:7]=2[CH:25]=1)[CH3:2].Br[CH2:27][C:28]1[CH:29]=[C:30]([CH:35]=[CH:36][CH:37]=1)[C:31]([O:33][CH3:34])=[O:32]>>[CH2:1]([C:3]1[CH:4]=[CH:5][C:6]2[CH:16]([C:17]3[C:18](=[O:24])[NH:19][C:20](=[O:23])[N:21]([CH2:27][C:28]4[CH:29]=[C:30]([CH:35]=[CH:36][CH:37]=4)[C:31]([O:33][CH3:34])=[O:32])[CH:22]=3)[C:11]3[N:12]=[C:13]([CH3:15])[O:14][C:10]=3[CH2:9][CH2:8][C:7]=2[CH:25]=1)[CH3:2]. Reported procedure: The subtitle compound was prepared from the product of step (ii) (0.38 g) and methyl 3-[bromomethyl]benzoate according to the method of example 1 step (viii). Run in CCOC(=O)C (EtOAc), CN(C)C=O (DMF). The reagents and catalysts are [N+](CCCC)(CCCC)(CCCC)CCCC.[Cl-] (n-Bu4NCl), CC(=O)[O-].CC(=O)[O-].[Pd+2] (Pd(OAc)2). RXN SMILES: [CH2:1]([N:5]([C:12]1[CH:17]=[CH:16][C:15]([C:18]([F:21])([F:20])[F:19])=[CH:14][C:13]=1I)C(=O)C(F)(F)F)[CH:2]=[CH:3][CH3:4]>CN(C=O)C.[N+](CCCC)(CCCC)(CCCC)CCCC.[Cl-].CCOC(C)=O.CC([O-])=O.CC([O-])=O.[Pd+2]>[CH2:3]([C:2]1[C:13]2[C:12](=[CH:17][CH:16]=[C:15]([C:18]([F:19])([F:20])[F:21])[CH:14]=2)[NH:5][CH:1]=1)[CH3:4] |f:2.3,5.6.7|. Reported procedure: A solution of N-but-2-enyl-2,2,2-trifluoro-N-(2-iodo-4-trifluoromethyl-phenyl)-acetamide (12.7 g, 29 mmol) in DMF (60 mL) is treated with n-Bu4NCl (8.8 g, 32 mmol), Pd(OAc)2 (131 mg, 0.58 mmol), and stirred at 100° C. for 2 h. The mixture is cooled to rt, diluted with EtOAc (150 mL), filtered through a pad of silica gel, and washed with 1 M HCl (150 mL). The organic layer is separated, dried (Na2SO4), filtered and concentrated in vacuo. The residue is purified by silica gel chromatography elutin... The product is C(C)C1=CNC2=CC=C(C=C12)C(F)(F)F (3-ethyl-5-trifluoromethyl-1H-indole). Reaction conditions: temperature 100 celsius, time 2 hour. The yield is 42.1%. Starting materials: C(C=CC)N(C(C(F)(F)F)=O)C1=C(C=C(C=C1)C(F)(F)F)I (N-but-2-enyl-2,2,2-trifluoro-N-(2-iodo-4-trifluoromethyl-phenyl)-acetamide).